From a dataset of the Open Reaction Database (ORD), a public repository of structured organic reaction records. describe an organic reaction: reactants, conditions, products, and yield The reactants are O=C(CCCCC#C[Si](C)(C)C)C=1OC(=CN1)C1=NC=CC=C1 (1-oxo-1-[5-(2-pyridyl)oxazol-2-yl]-7-(trimethylsilyl)hept-6-yne), [N+](CCCC)(CCCC)(CCCC)CCCC.[F-] (Bu4NF). Run in C1CCOC1 (THF), C1CCOC1 (THF). Reaction conditions: temperature 0 celsius, time 35 minute. Product: EtOAc-hexanes, O=C(CCCCC#C)C=1OC(=CN1)C1=NC=CC=C1 (1-oxo-1-[5-(2-pyridyl)oxazol-2-yl]-hept-6-yne). Yield: 77.7%. Reaction SMILES: [O:1]=[C:2]([C:13]1[O:14][C:15]([C:18]2[CH:23]=[CH:22][CH:21]=[CH:20][N:19]=2)=[CH:16][N:17]=1)[CH2:3][CH2:4][CH2:5][CH2:6][C:7]#[C:8][Si](C)(C)C.[N+](CCCC)(CCCC)(CCCC)CCCC.[F-]>C1COCC1>[O:1]=[C:2]([C:13]1[O:14][C:15]([C:18]2[CH:23]=[CH:22][CH:21]=[CH:20][N:19]=2)=[CH:16][N:17]=1)[CH2:3][CH2:4][CH2:5][CH2:6][C:7]#[CH:8] |f:1.2|. Reported procedure: A solution of 1-oxo-1-[5-(2-pyridyl)oxazol-2-yl]-7-(trimethylsilyl)hept-6-yne (3a, 570 mg, 1.75 mmol, 1 equiv) in anhydrous THF (6 mL) at 0° C. was treated with a solution of Bu4NF in THF (1 M, 2.1 mL, 2.1 mmol). After stirring for 35 min at 0° C., the reaction mixture was quenched with H2O and extracted with EtOAc. The organic layer was dried over anhydrous Na2SO4, filtered and evaporated. Column chromatography (SiO2, 2.5×3 cm, 30% EtOAc-hexanes) afforded 1-oxo-1-[5-(2-pyridyl)oxazol-2-yl]-hept... The reactants are C(CCCCCCCCCCC)(=O)NC1=CC=C(N)C=C1 (4-Lauroylaminoaniline), CC1(OCC(C(O1)C(=O)NCCC(=O)O)(C)C)C (3-[N-(2,2,5,5-tetramethyl-1,3-dioxane-4-carbonyl)amino]propionic acid). The product is C(CCCCCCCCCCC)(=O)NC1=CC=C(C=C1)NC(CCNC(=O)C1OC(OCC1(C)C)(C)C)=O (N-[4-(Lauroylamino)phenyl]-3-[N-(2,2,5,5-tetramethyl-1,3-dioxane-4-carbonyl)amino]propanamide). Yield: 83.3%. RXN SMILES: [C:1]([NH:14][C:15]1[CH:21]=[CH:20][C:18]([NH2:19])=[CH:17][CH:16]=1)(=[O:13])[CH2:2][CH2:3][CH2:4][CH2:5][CH2:6][CH2:7][CH2:8][CH2:9][CH2:10][CH2:11][CH3:12].[CH3:22][C:23]1([CH3:39])[O:28][CH:27]([C:29]([NH:31][CH2:32][CH2:33][C:34](O)=[O:35])=[O:30])[C:26]([CH3:38])([CH3:37])[CH2:25][O:24]1>>[C:1]([NH:14][C:15]1[CH:21]=[CH:20][C:18]([NH:19][C:34](=[O:35])[CH2:33][CH2:32][NH:31][C:29]([CH:27]2[C:26]([CH3:37])([CH3:38])[CH2:25][O:24][C:23]([CH3:39])([CH3:22])[O:28]2)=[O:30])=[CH:17][CH:16]=1)(=[O:13])[CH2:2][CH2:3][CH2:4][CH2:5][CH2:6][CH2:7][CH2:8][CH2:9][CH2:10][CH2:11][CH3:12]. Procedure: 4-Lauroylaminoaniline (250 mg) and 223 mg of 3-[N-(2,2,5,5-tetramethyl-1,3-dioxane-4-carbonyl)amino]propionic acid were reacted in the same manner as in Example 1 to obtain 381 mg of the title compound (yield: 72%). Isolated yield 65.3%. Reaction conditions: temperature 15 celsius. Reactants: [S-]C#N.[NH4+] (ammonium thiocyanate), O(C1=CC=CC=C1)C1=CC=C(N)C=C1 (4-phenoxyaniline), BrBr (bromine). Run in C(C)(=O)O (acetic acid). Reaction SMILES: [S-:1][C:2]#[N:3].[NH4+].[O:5]([C:12]1[CH:18]=[CH:17][C:15]([NH2:16])=[CH:14][CH:13]=1)[C:6]1[CH:11]=[CH:10][CH:9]=[CH:8][CH:7]=1.BrBr>C(O)(=O)C>[NH2:3][C:2]1[S:1][C:14]2[CH:13]=[C:12]([O:5][C:6]3[CH:11]=[CH:10][CH:9]=[CH:8][CH:7]=3)[CH:18]=[CH:17][C:15]=2[N:16]=1 |f:0.1|. The product is NC=1SC2=C(N1)C=CC(=C2)OC2=CC=CC=C2 (2-Amino-6-phenoxybenzothiazole). Procedure: 20.5 g of ammonium thiocyanate were added to a solution of 25 g of 4-phenoxyaniline in 250 ml of acetic acid, and the mixture was stirred, whilst cooling. While the internal temperature was maintained at 12 to 18° C., 6.95 ml of bromine was added dropwise to the mixture. After completion of the dropwise addition, the mixture was stirred for 2 hours, after which the solvent was removed by evaporation under reduced pressure. 300ml of ethyl acetate and 200 ml of water were added to the residue, and... Yields the product COC(=O)NC(=S)NC1=C(C=C(C=C1)CCCC)NC(C)=O (1-methoxycarbonyl-3-(2-acetamido-4-n-butylphenyl)thiourea). Reactants: C(C)(=O)Cl (Acetyl chloride), COC(=O)NC(=S)NC1=C(C=C(C=C1)CCCC)N (1-methoxycarbonyl-3-(2-amino-4-n-butylphenyl)-thiourea). As a reaction SMILES: [C:1](Cl)(=[O:3])[CH3:2].[CH3:5][O:6][C:7]([NH:9][C:10]([NH:12][C:13]1[CH:18]=[CH:17][C:16]([CH2:19][CH2:20][CH2:21][CH3:22])=[CH:15][C:14]=1[NH2:23])=[S:11])=[O:8]>C1(C)C=CC=CC=1>[CH3:5][O:6][C:7]([NH:9][C:10]([NH:12][C:13]1[CH:18]=[CH:17][C:16]([CH2:19][CH2:20][CH2:21][CH3:22])=[CH:15][C:14]=1[NH:23][C:1](=[O:3])[CH3:2])=[S:11])=[O:8]. Isolated yield 62.0%. The solvent is C1(=CC=CC=C1)C (toluene). Procedure: Acetyl chloride (4.53 g.; 0.058 mole) was added to a suspension of 1-methoxycarbonyl-3-(2-amino-4-n-butylphenyl)-thiourea (16.0 g; 0.057 mol3) in dry toluene (230 ml) and the stirred mixture was refluxed for ninety minutes. During this time the solid gradually dissolved to give a slightly turbid solution. On cooling to laboratory temperature a solid separated which was filtered off and recrystallised to give 1-methoxycarbonyl-3-(2-acetamido-4-n-butylphenyl)thiourea (11.4 g), m.p. 173°-174° C. (w... Starting materials: [N+](=O)([O-])C=1C=C2C=NNC2=CC1 (5-nitroindazole), IN1C(CCC1=O)=O (N-iodosuccinimide), O (water), C(C)OCC (diethyl ether). Run in CN(C=O)C (dimethylformamide). Reaction conditions: temperature 80 celsius, time 7 hour. The product is IC1=NNC2=CC=C(C=C12)[N+](=O)[O-] (3-Iodo-5-nitro-1H-indazole). Yield: 91.3%. Reaction SMILES: [N+:1]([C:4]1[CH:5]=[C:6]2[C:10](=[CH:11][CH:12]=1)[NH:9][N:8]=[CH:7]2)([O-:3])=[O:2].[I:13]N1C(=O)CCC1=O.O.C(OCC)C>CN(C)C=O>[I:13][C:7]1[C:6]2[C:10](=[CH:11][CH:12]=[C:4]([N+:1]([O-:3])=[O:2])[CH:5]=2)[NH:9][N:8]=1. Reported procedure: To a solution of 17.0 g of 5-nitroindazole in 100 ml dimethylformamide was added 24.6 g of N-iodosuccinimide at room temperature, and the mixture was stirred at 80° C. for 7 hours. After standing to cool, to the reaction mixture were added 150 ml of water and 200 ml of diethyl ether, and the resulting crystals were collected by filtration. The crystals were sequentially washed with water, isopropanol and diethyl ether, to give 27.5 g of the title compound as colorless crystals. Reactants: O=C(CCCC#N)C (5-oxohexanenitrile), C(CCC)[Li] (n-butyllithium), FC(C1=CC=C(C=C1)C=1C=C(C=CC1)Br)(F)F (3-(4-trifluoromethylphenyl)phenyl bromide). The product is OC(CCCC#N)(C)C1=CC(=CC=C1)C1=CC=C(C=C1)C(F)(F)F (5-hydroxy-5-[3-(4-trifluoromethylphenyl)phenyl]hexanenitrile). Run at temperature -78 celsius, time 1 hour. Solvent: O1CCCC1 (tetrahydrofuran), O1CCCC1 (tetrahydrofuran), C(C)OCC (diethyl ether). RXN SMILES: [F:1][C:2]([F:17])([F:16])[C:3]1[CH:8]=[CH:7][C:6]([C:9]2[CH:10]=[C:11](Br)[CH:12]=[CH:13][CH:14]=2)=[CH:5][CH:4]=1.C([Li])CCC.[O:23]=[C:24]([CH3:30])[CH2:25][CH2:26][CH2:27][C:28]#[N:29]>O1CCCC1.C(OCC)C>[OH:23][C:24]([C:11]1[CH:12]=[CH:13][CH:14]=[C:9]([C:6]2[CH:7]=[CH:8][C:3]([C:2]([F:17])([F:16])[F:1])=[CH:4][CH:5]=2)[CH:10]=1)([CH3:30])[CH2:25][CH2:26][CH2:27][C:28]#[N:29]. Procedure details: Under a nitrogen atmosphere a stirred solution of 7.5 grams (0.025 mole) of 3-(4-trifluoromethylphenyl)phenyl bromide in 100 mL of tetrahydrofuran was cooled to about -78° C., and 10.0 mL (0.025 mole) of n-butyllithium (2.5 molar in hexane) was added dropwise. Upon completion of addition, the reaction mixture was stirred at -78° C. for about one hour. After this time a solution of 2.8 grams (0.025 mole) of 5-oxohexanenitrile in 10 mL of tetrahydrofuran was added dropwise. Upon completion of addi... Yield: 36.0%. The reactants are C(C1=CC=CC=C1)ON(CCOCCOCCOC)C(CCC(NCCCCCNOCC1=CC=CC=C1)=O)=O (11,22-Bis (benzyloxy)-12,15-dioxo-11,16,22-triaza-2,5,8-trioxadocosane), C1(CCC(=O)O1)=O (succinic anhydride). Run in N1=CC=CC=C1 (pyridine), N1=CC=CC=C1 (pyridine). Yields the product C(C1=CC=CC=C1)ON(C(CCC(=O)O)=O)CCCCCNC(CCC(N(CCOCCOCCOC)OCC1=CC=CC=C1)=O)=O (5,16-Bis (benzyloxy)-4,12,15-trioxo-5,11,16-triaza-19,22,25-trioxahexacosanoic acid). Isolated yield 95.0%. RXN SMILES: [CH2:1]([O:8][N:9]([C:20](=[O:40])[CH2:21][CH2:22][C:23](=[O:39])[NH:24][CH2:25][CH2:26][CH2:27][CH2:28][CH2:29][NH:30][O:31][CH2:32][C:33]1[CH:38]=[CH:37][CH:36]=[CH:35][CH:34]=1)[CH2:10][CH2:11][O:12][CH2:13][CH2:14][O:15][CH2:16][CH2:17][O:18][CH3:19])[C:2]1[CH:7]=[CH:6][CH:5]=[CH:4][CH:3]=1.[C:41]1(=[O:47])[O:46][C:44](=[O:45])[CH2:43][CH2:42]1>N1C=CC=CC=1>[CH2:32]([O:31][N:30]([CH2:29][CH2:28][CH2:27][CH2:26][CH2:25][NH:24][C:23](=[O:39])[CH2:22][CH2:21][C:20](=[O:40])[N:9]([O:8][CH2:1][C:2]1[CH:7]=[CH:6][CH:5]=[CH:4][CH:3]=1)[CH2:10][CH2:11][O:12][CH2:13][CH2:14][O:15][CH2:16][CH2:17][O:18][CH3:19])[C:41](=[O:47])[CH2:42][CH2:43][C:44]([OH:46])=[O:45])[C:33]1[CH:34]=[CH:35][CH:36]=[CH:37][CH:38]=1. Reported procedure: 5,16-Bis (benzyloxy)-4,12,15-trioxo-5,11,16-triaza-19,22,25-trioxahexacosanoic acid (19) was synthesized by reacting compound (18) (3.40 g, 6.07 mmol) with succinic anhydride in pyridine following the procedure of (16) to produce 3.81 g (95%) of (19) as an oil: NMR δ 1.2-1.8 (m, 6 H) t 2.38-2.91 (m, 8 H) t 3.07-3.83 (m, 19 H) t 4.79 (s, 2 H), 4.88 (s, 2 H), 5.7 (br s, 1 H), 6.62 (br s, 1 H), 7.33 (s, 10 H). Analysis: (C34H49N3O10) C, H, N. Starting materials: S(=O)(Cl)Cl (thionyl chloride), COC1=C(C=CC(=C1)OC)C1(C(NC2=CC(=C(C=C12)OC)OC)=O)O (3-(2,4-dimethoxyphenyl)-3-hydroxy-5,6-dimethoxy-1,3-dihydro-2H-indol-2-one), C([O-])([O-])=O.[K+].[K+] (potassium carbonate), F[C@@H]1C[C@H](NC1)C(=O)N(C)C ((4R)-4-fluoro-N,N-dimethyl-L-prolinamide). Yields the product COC1=C(C=CC(=C1)OC)C1(C(NC2=CC(=C(C=C12)OC)OC)=O)N1[C@H](C(=O)N(C)C)C[C@H](C1)F ((4R)-1-[3-(2,4-dimethoxyphenyl)-5,6-dimethoxy-2-oxo-2,3-dihydro-1H-indol-3-yl]-4-fluoro-N,N-dimethyl-L-prolinamide). Reaction SMILES: S(Cl)(Cl)=O.[CH3:5][O:6][C:7]1[CH:12]=[C:11]([O:13][CH3:14])[CH:10]=[CH:9][C:8]=1[C:15]1(O)[C:23]2[C:18](=[CH:19][C:20]([O:26][CH3:27])=[C:21]([O:24][CH3:25])[CH:22]=2)[NH:17][C:16]1=[O:28].[F:30][C@H:31]1[CH2:35][NH:34][C@H:33]([C:36]([N:38]([CH3:40])[CH3:39])=[O:37])[CH2:32]1.C(=O)([O-])[O-].[K+].[K+]>C(OCC)(=O)C.C(N(CC)CC)C.C(Cl)(Cl)Cl.N1C=CC=CC=1>[CH3:5][O:6][C:7]1[CH:12]=[C:11]([O:13][CH3:14])[CH:10]=[CH:9][C:8]=1[C:15]1([N:34]2[CH2:35][C@H:31]([F:30])[CH2:32][C@H:33]2[C:36]([N:38]([CH3:40])[CH3:39])=[O:37])[C:23]2[C:18](=[CH:19][C:20]([O:26][CH3:27])=[C:21]([O:24][CH3:25])[CH:22]=2)[NH:17][C:16]1=[O:28] |f:3.4.5|. Reaction conditions: time 30 minute. The yield is 70.5%. Procedure details: 362 mL of thionyl chloride was added at −78° C. and under a nitrogen gas flow to a 14 mL chloroform solution of 700 mg of the compound obtained in step 9-1 and 240 mg of pyridine, and the reaction mixture was stirred for 30 minutes at the same temperature. After this, a 5 mL chloroform solution of 485 mg of the compound obtained in step 9-2 and 2.05 g of triethylamine was added over a period of 2 minutes, after which the temperature was raised to room temperature and the reaction mixture was sti... Solvent: N1=CC=CC=C1 (pyridine), C(Cl)(Cl)Cl (chloroform), C(C)(=O)OCC (ethyl acetate), C(C)N(CC)CC (triethylamine), C(Cl)(Cl)Cl (chloroform). Product: CC(Oc1ccc(-c2nc(-c3cccc4c3CCN4CCC(N)=O)no2)cc1C(F)(F)F)C(F)(F)F. Reactants: CC#N, CC(Oc1ccc(-c2nc(-c3cccc4c3CCN4)no2)cc1C(F)(F)F)C(F)(F)F, NC(=O)CCI, [K+], [K+], [Na+], O=C([O-])[O-], O=C([O-])O. Reaction SMILES: [CH3:49][C:50]#[N:51].[F:1][C:2]([c:3]1[cH:4][c:5](-[c:16]2[n:17][c:18](-[c:21]3[c:22]4[c:26]([cH:27][cH:28][cH:29]3)[NH:25][CH2:24][CH2:23]4)[n:19][o:20]2)[cH:6][cH:7][c:8]1[O:9][CH:10]([C:11]([F:12])([F:13])[F:14])[CH3:15])([F:30])[F:31].[I:38][CH2:39][CH2:40][C:41](=[O:42])[NH2:43].[K+:32].[K+:33].[Na+:48].[O-:34][C:35]([O-:36])=[O:37].[O-:44][C:45]([OH:46])=[O:47]>>[F:1][C:2]([c:3]1[cH:4][c:5](-[c:16]2[n:17][c:18](-[c:21]3[c:22]4[c:26]([cH:27][cH:28][cH:29]3)[N:25]([CH2:39][CH2:40][C:41](=[O:42])[NH2:43])[CH2:24][CH2:23]4)[n:19][o:20]2)[cH:6][cH:7][c:8]1[O:9][CH:10]([C:11]([F:12])([F:13])[F:14])[CH3:15])([F:30])[F:31]. Reactants: C(C)OC(=O)C1=CSC(=C1)C1=CC=NC=C1 (5-Pyridin-4-yl-thiophene-3-carboxylic acid ethyl ester). The solvent is [OH-].[Na+] (sodium hydroxide), IMS. Reaction conditions: temperature 130 celsius. Product: N1=CC=C(C=C1)C1=CC(=CS1)C(=O)O (5-Pyridin-4-yl-thiophene-3-carboxylic acid). The yield is 52.2%. RXN SMILES: C([O:3][C:4]([C:6]1[CH:10]=[C:9]([C:11]2[CH:16]=[CH:15][N:14]=[CH:13][CH:12]=2)[S:8][CH:7]=1)=[O:5])C>[OH-].[Na+]>[N:14]1[CH:13]=[CH:12][C:11]([C:9]2[S:8][CH:7]=[C:6]([C:4]([OH:5])=[O:3])[CH:10]=2)=[CH:16][CH:15]=1 |f:1.2|. Reported procedure: 5-Pyridin-4-yl-thiophene-3-carboxylic acid ethyl ester (1.4 mmol) was dissolved in 1 M aqueous sodium hydroxide (4 mL) and IMS (5 mL). The mixture was heated by microwave irradiation at 130° C. for 10 minutes, and then filtered. 1 N Hydrochloric acid was added and the resulting precipitate was isolated by filtration washed with water and dried to give the title compound as a white solid (0.15 g). LCMS m/z 205.96 [M+H]+ R.T.=1.51 min. (Analytical Method 5).